Dataset: the Open Reaction Database (ORD), a public repository of structured organic reaction records. Task: describe an organic reaction: reactants, conditions, products, and yield Starting materials: C1(NCCC2=C1NC1=CC=CC=C21)=O (2,3,4,9-tetrahydro-1H-pyrido[3,4-b]indol-1-one), IC=1C=NC=CC1C (3-iodo-4-methylpyridine), trans-N,N′-dimethyl-cyclohexyl-1,2-diamine, P(=O)([O-])([O-])[O-].[K+].[K+].[K+] (potassium phosphate). The reagents and catalysts are [Cu](I)I (copper iodide). Solvent: O1CCOCC1 (1,4-dioxane). Product: CC1=C(C=NC=C1)N1C(C=2NC3=CC=CC=C3C2CC1)=O (2-(4-methylpyridin-3-yl)-2,3,4,9-tetrahydro-1H-pyrido[3,4-b]indol-1-one). The yield is 1.3%. As a reaction SMILES: [C:1]1(=[O:14])[C:6]2[NH:7][C:8]3[C:13]([C:5]=2[CH2:4][CH2:3][NH:2]1)=[CH:12][CH:11]=[CH:10][CH:9]=3.I[C:16]1[CH:17]=[N:18][CH:19]=[CH:20][C:21]=1[CH3:22].P([O-])([O-])([O-])=O.[K+].[K+].[K+]>[Cu](I)I.O1CCOCC1>[CH3:22][C:21]1[CH:20]=[CH:19][N:18]=[CH:17][C:16]=1[N:2]1[CH2:3][CH2:4][C:5]2[C:13]3[C:8](=[CH:9][CH:10]=[CH:11][CH:12]=3)[NH:7][C:6]=2[C:1]1=[O:14] |f:2.3.4.5|. Procedure: 2,3,4,9-tetrahydro-1H-pyrido[3,4-b]indol-1-one (I-61e: 250 mg, 1.34 mmol) was reacted with 3-iodo-4-methylpyridine (294.3 mg, 1.34 mmol), 1,4-dioxane (10 mL), copper iodide (25.6 mg, 0.134 mmol), trans-N,N′-dimethyl-cyclohexyl-1,2-diamine (59.8 mg, 0.402 mmol) and potassium phosphate (710 mg, 3.35 mmol) at 120° C. overnight to afford the crude product. Purification by column chromatography on silica gel (40% ethyl acetate in hexane), followed by preparative HPLC afforded 5 mg of the product (2% ... The reactants are ClCCN(P(OCCSCCO)(=O)N(CCCl)CCCl)CCCl (5-Hydroxy-3-thiapentyl N,N,N′,N′-tetrakis(2-chloroethyl)phosphorodiamidate), ClCCN(P(=O)(N(CCCl)CCCl)Cl)CCCl (N,N,N′,N′-tetrakis(2-chloroethyl)phosphorodiamidoyl chloride), CC(C)([O-])C.[K+] (Potassium tert-butoxide), solution, CC(C)([O-])C.[K+] (potassium tert-butoxide), ClCCN(P(=O)(N(CCCl)CCCl)Cl)CCCl (N,N,N′,N′-tetrakis(2-chloroethyl)phosphorodiamidoyl chloride). Solvent: O1CCCC1 (tetrahydrofuran), O1CCCC1 (tetrahydrofuran), C(C)(=O)OCC (ethyl acetate). Conditions: temperature 2.5 celsius, time 30 minute. Yields the product ClCCN(CCCl)P(=O)(OCCSCCOP(=O)(N(CCCl)CCCl)N(CCCl)CCCl)N(CCCl)CCCl (di[2-[[bis[bis(2-chloroethyl)amino]phosphinyl]oxy]ethyl]sulfide). The yield is 18.0%. As a reaction SMILES: [Cl:1][CH2:2][CH2:3][N:4]([CH2:21][CH2:22][Cl:23])[P:5]([N:14]([CH2:18][CH2:19][Cl:20])[CH2:15][CH2:16][Cl:17])(=[O:13])[O:6][CH2:7][CH2:8][S:9][CH2:10][CH2:11][OH:12].[Cl:24][CH2:25][CH2:26][N:27]([CH2:38][CH2:39][Cl:40])[P:28](Cl)([N:30]([CH2:34][CH2:35][Cl:36])[CH2:31][CH2:32][Cl:33])=[O:29].CC(C)([O-])C.[K+]>O1CCCC1.C(OCC)(=O)C>[Cl:1][CH2:2][CH2:3][N:4]([P:5]([N:14]([CH2:15][CH2:16][Cl:17])[CH2:18][CH2:19][Cl:20])([O:6][CH2:7][CH2:8][S:9][CH2:10][CH2:11][O:12][P:28]([N:27]([CH2:26][CH2:25][Cl:24])[CH2:38][CH2:39][Cl:40])([N:30]([CH2:31][CH2:32][Cl:33])[CH2:34][CH2:35][Cl:36])=[O:29])=[O:13])[CH2:21][CH2:22][Cl:23] |f:2.3|. Procedure: 5-Hydroxy-3-thiapentyl N,N,N′,N′-tetrakis(2-chloroethyl)phosphorodiamidate, 174 mg (0.387 mmol), and N,N,N′,N′-tetrakis(2-chloroethyl)phosphorodiamidoyl chloride, 363 mg (0.996 mmol), were dissolved in 15 mL anhydrous tetrahydrofuran and cooled to 0-5° C. in an ice-water bath. Potassium tert-butoxide, 0.4 mL of 1 M solution in tetrahydrofuran (0.4 mmol), was added over a 10-15 minute period, and the reaction mixture kept at 0-5° C. for another 30 minutes under nitrogen. The reaction mixture was ... The reactants are [Cl-].[NH4+] (ammonium chloride), C1(=CC=CC=C1)O (phenol), ClC1=NC=NC(=C1)Cl (4,6-dichloropyrimidine), [H-].[Na+] (sodium hydride), resultant mixture. The solvent is C(C)(=O)OCC (ethyl acetate), CN(C=O)C (dimethylformamide). Run at temperature 25 celsius, time 1 hour. Product: O(C1=CC=CC=C1)C1=NC=NC(=C1)Cl (4-Phenoxy-6-chloropyrimidine). Isolated yield 57.7%. Reaction SMILES: [C:1]1([OH:7])[CH:6]=[CH:5][CH:4]=[CH:3][CH:2]=1.[H-].[Na+].[Cl:10][C:11]1[CH:16]=[C:15](Cl)[N:14]=[CH:13][N:12]=1.[Cl-].[NH4+]>CN(C)C=O.C(OCC)(=O)C>[O:7]([C:15]1[CH:16]=[C:11]([Cl:10])[N:12]=[CH:13][N:14]=1)[C:1]1[CH:6]=[CH:5][CH:4]=[CH:3][CH:2]=1 |f:1.2,4.5|. Reported procedure: To a solution of phenol (1.1 g) in dimethylformamide (20 mL) was slowly added sodium hydride (60%, 805 mg) at 0° C. After the resultant mixture was stirred at 0° C. for 30 minutes, 4,6-dichloropyrimidine (1.5 g) was added, followed by stirring at 25° C. for 1 hour and then addition of saturated aqueous ammonium chloride solution (20 mL). Then, the obtained mixture was diluted with ethyl acetate (50 mL) and washed three times with brine (30 mL each time). An organic layer was separated, dried (Mg... The reactants are Cl (hydrochloric acid), [OH-].[Na+] (sodium hydroxide), O (water), C(C)(=O)NC(=C(C(=O)OCC)C)C1=CC=CC=C1 (Ethyl 3-(acetylamino)-2-methyl-3-phenyl-2-propenoate). The solvent is C(C)(C)O (isopropanol). Yields the product C(C)(=O)NC(=C(C(=O)O)C)C1=CC=CC=C1 (3-acetylamino-2-methyl-3-phenyl-2-propenoic acid). Yield: 59.2%. As a reaction SMILES: [C:1]([NH:4][C:5]([C:13]1[CH:18]=[CH:17][CH:16]=[CH:15][CH:14]=1)=[C:6]([CH3:12])[C:7]([O:9]CC)=[O:8])(=[O:3])[CH3:2].[OH-].[Na+].O.Cl>C(O)(C)C>[C:1]([NH:4][C:5]([C:13]1[CH:14]=[CH:15][CH:16]=[CH:17][CH:18]=1)=[C:6]([CH3:12])[C:7]([OH:9])=[O:8])(=[O:3])[CH3:2] |f:1.2|. Reported procedure: 80 g of the product of Step A were stirred for 5 hours in 400 ml of isopropanol and 48.5 ml of sodium hydroxide and the solution was poured into a liter of water taken to pH 1 with concentrated hydrochloric acid. The precipitate was separated, washed with water and dried under reduced pressure to obtain 42 g of the expected product melting at 190° C. The product is COC(/C(=C/C(\C=C\C1=CC=C(C=C1)Cl)=O)/N)=O ((2Z,5E)-2-Amino-6-(4-chlorophenyl)-4-oxo-hexa-2,5-dienoic acid methyl ester). Reaction SMILES: [CH3:1][O:2][C:3](=[O:18])[C:4](=O)[CH2:5][C:6](=[O:16])/[CH:7]=[CH:8]/[C:9]1[CH:14]=[CH:13][C:12]([Cl:15])=[CH:11][CH:10]=1.C([O-])(=O)C.[NH4+:23]>CO>[CH3:1][O:2][C:3](=[O:18])/[C:4](/[NH2:23])=[CH:5]/[C:6](=[O:16])/[CH:7]=[CH:8]/[C:9]1[CH:14]=[CH:13][C:12]([Cl:15])=[CH:11][CH:10]=1 |f:1.2|. Solvent: CO (MeOH). Yield: 738.6%. Procedure: Using the procedure of Example 4, (E)-6-(4-chlorophenyl)-2,4-dioxo-hex-5-enoic acid methyl ester (6; 21.3 g, 0.008 mol) and ammonium acetate (12.33 g, 0.16 mol) were allowed to react in MeOH (150 mL) to afford (2Z,5E)-2-amino-6-(4-chlorophenyl)-4-oxo-hexa-2,5-dienoic acid methyl ester (9; 15.7 g, 74%) as a yellow solid: mp 112-113° C.; 1H NMR (400 MHz, CDCl3) δ 9.37 (br s, 1H), 7.64-7.42 (m, 3H), 7.38-7.32 (m, 2H), 6.75 (d, J=15.9 Hz, 1H), 6.14 (s, 1H), 5.99 (br s, 1H), 3.91 (s, 3H); HRMS-ESI (m... Reactants: COC(C(CC(\C=C\C1=CC=C(C=C1)Cl)=O)=O)=O ((E)-6-(4-chlorophenyl)-2,4-dioxo-hex-5-enoic acid methyl ester), C(C)(=O)[O-].[NH4+] (ammonium acetate). Reaction SMILES: [Br-:1].[C:39]([O:40][CH2:41][CH3:42])(=[O:43])[CH3:44].[CH2:2]([CH3:3])[Mg+:4].[CH3:10][O:11][N:12]([C:13]([CH2:14][c:15]1[cH:16][cH:17][c:18](-[c:21]2[cH:22][cH:23][c:24]([C:27]([F:28])([F:29])[F:30])[cH:25][cH:26]2)[cH:19][cH:20]1)=[O:31])[CH3:32].[CH3:33][CH2:34][CH2:35][CH2:36][CH2:37][CH3:38].[O:5]1[CH2:6][CH2:7][CH2:8][CH2:9]1>>[CH2:2]([CH3:3])[C:13]([CH2:14][c:15]1[cH:16][cH:17][c:18](-[c:21]2[cH:22][cH:23][c:24]([C:27]([F:28])([F:29])[F:30])[cH:25][cH:26]2)[cH:19][cH:20]1)=[O:31]. The product is CCC(=O)Cc1ccc(-c2ccc(C(F)(F)F)cc2)cc1. Reactants: [Br-], CCOC(C)=O, CC[Mg+], CON(C)C(=O)Cc1ccc(-c2ccc(C(F)(F)F)cc2)cc1, CCCCCC, C1CCOC1. Starting materials: Brc1ccc2ncnc(-c3cccs3)c2c1, O=C([O-])O, O=S(=O)(O)Cl, [Na+], O, O=S(Cl)Cl. The product is O=S(=O)(Cl)c1ccc(-c2ncnc3ccc(Br)cc23)s1. As a reaction SMILES: [Br:10][c:11]1[cH:12][c:13]2[c:14](-[c:21]3[s:22][cH:23][cH:24][cH:25]3)[n:15][cH:16][n:17][c:18]2[cH:19][cH:20]1.[C:26](=[O:27])([OH:28])[O-:29].[Cl:1][S:2](=[O:3])(=[O:4])[OH:5].[Na+:30].[OH2:31].[S:6]([Cl:7])([Cl:8])=[O:9]>>[Cl:1][S:2](=[O:3])(=[O:5])[c:23]1[s:22][c:21](-[c:14]2[c:13]3[cH:12][c:11]([Br:10])[cH:20][cH:19][c:18]3[n:17][cH:16][n:15]2)[cH:25][cH:24]1. Reactants: C1CCOC1, CCC=O, COc1ccc(S(=O)(=O)n2c(=O)n(C(C(=O)N3CCN(C4CCNCC4)CC3)c3ccccc3)c3cc(Cl)ccc32)cc1. The product is CCCN1CCC(N2CCN(C(=O)C(c3ccccc3)n3c(=O)n(S(=O)(=O)c4ccc(OC)cc4)c4ccc(Cl)cc43)CC2)CC1. Reaction SMILES: [CH2:48]1[O:49][CH2:50][CH2:51][CH2:52]1.[CH:44]([CH2:45][CH3:46])=[O:47].[Cl:1][c:2]1[cH:3][c:4]2[c:5]([n:6]([S:31](=[O:32])(=[O:33])[c:34]3[cH:35][cH:36][c:37]([O:40][CH3:41])[cH:38][cH:39]3)[c:7](=[O:30])[n:8]2[CH:9]([C:10]([N:11]2[CH2:12][CH2:13][N:14]([CH:17]3[CH2:18][CH2:19][NH:20][CH2:21][CH2:22]3)[CH2:15][CH2:16]2)=[O:23])[c:24]2[cH:25][cH:26][cH:27][cH:28][cH:29]2)[cH:42][cH:43]1>>[Cl:1][c:2]1[cH:3][c:4]2[c:5]([n:6]([S:31](=[O:32])(=[O:33])[c:34]3[cH:35][cH:36][c:37]([O:40][CH3:41])[cH:38][cH:39]3)[c:7](=[O:30])[n:8]2[CH:9]([C:10]([N:11]2[CH2:12][CH2:13][N:14]([CH:17]3[CH2:18][CH2:19][N:20]([CH2:44][CH2:45][CH3:46])[CH2:21][CH2:22]3)[CH2:15][CH2:16]2)=[O:23])[c:24]2[cH:25][cH:26][cH:27][cH:28][cH:29]2)[cH:42][cH:43]1. Product: COC1=C(C=CC=C1)NC1=NN2C(C(=CC=C2)C2=CC=C(C(=O)NC)C=C2)=N1 (4-[2-(2-Methoxy-phenylamino)-[1,2,4]triazolo[1,5-a]pyridin-8-yl]-N-methyl-benzamide), solid. The reagents and catalysts are C1=CC=C(C=C1)P([C-]2C=CC=C2)C3=CC=CC=C3.C1=CC=C(C=C1)P([C-]2C=CC=C2)C3=CC=CC=C3.Cl[Pd]Cl.[Fe+2] (Pd(dppf)Cl2). As a reaction SMILES: Br[C:2]1[C:3]2[N:4]([N:8]=[C:9]([NH:11][C:12]3[CH:17]=[CH:16][CH:15]=[CH:14][C:13]=3[O:18][CH3:19])[N:10]=2)[CH:5]=[CH:6][CH:7]=1.[CH3:20][NH:21][C:22]([C:24]1[CH:29]=[CH:28][C:27](B(O)O)=[CH:26][CH:25]=1)=[O:23]>C1C=CC(P(C2C=CC=CC=2)[C-]2C=CC=C2)=CC=1.C1C=CC(P(C2C=CC=CC=2)[C-]2C=CC=C2)=CC=1.Cl[Pd]Cl.[Fe+2]>[CH3:19][O:18][C:13]1[CH:14]=[CH:15][CH:16]=[CH:17][C:12]=1[NH:11][C:9]1[N:10]=[C:3]2[C:2]([C:27]3[CH:28]=[CH:29][C:24]([C:22]([NH:21][CH3:20])=[O:23])=[CH:25][CH:26]=3)=[CH:7][CH:6]=[CH:5][N:4]2[N:8]=1 |f:2.3.4.5|. The reactants are BrC=1C=2N(C=CC1)N=C(N2)NC2=C(C=CC=C2)OC ((8-bromo-[1,2,4]triazolo[1,5-a]pyridin-2-yl)-(2-methoxy-phenyl)-amine), CNC(=O)C1=CC=C(C=C1)B(O)O (4-(N-methylaminocarbonyl)phenylboronic acid). The yield is 39.0%. Reported procedure: 4-[2-(2-Methoxy-phenylamino)-[1,2,4]triazolo[1,5-a]pyridin-8-yl]-N-methyl-benzamide was prepared from (8-bromo-[1,2,4]triazolo[1,5-a]pyridin-2-yl)-(2-methoxy-phenyl)-amine (50.0 mg, 0.157 mmol) and 4-(N-methylaminocarbonyl)phenylboronic acid (31.0 mg, 0.173 mmol) with Pd(dppf)Cl2 (0.012 g) as the catalyst in a manner analogous to Step 2c and was isolated as a pale yellow solid (0.023 g, 39%). MP=275-278° C. 1H NMR (400 MHz, CDCl3, δ, ppm): 8.48-8.45 (m, 1H), 8.41-8.37 (m, 1H), 8.11 (d, J=8.2 Hz,...